This data is from the Open Reaction Database (ORD), a public repository of structured organic reaction records. The task is: describe an organic reaction: reactants, conditions, products, and yield The reactants are [H-].[Na+] (sodium hydride), C(C1=CC=CC=C1)Br (benzyl bromide), O=C[C@@H]1[C@@H](O)[C@H](O)[C@H](O1)CO (2,5-anhydro-D-mannose), dimethyl acetal. Reported procedure: According to Flowchart C, 2,5-anhydro-D-mannose 24, is protected as the dimethyl acetal 25 which is reacted with sodium hydride in dimethylformamide, followed by benzyl bromide giving 2,5-anhydro-3,4,6-tris-O-(phenylmethyl)-D-mannose, dimethyl acetal 26. Compound 26 is treated with tetrafluoroboric acid in acetonitrile giving 2,5-anhydro-3,4,6-tris-O-(phenylmethyl)-D-mannose 27 which is reacted with diphenyl triphenylphosphoranylidenemethylphosphonate in toluene at reflux, giving 3,6-anhydro-1,2... The solvent is CN(C=O)C (dimethylformamide). Product: C1(=CC=CC=C1)CO[C@@H]1[C@@H](C=O)O[C@@H]([C@H]1OCC1=CC=CC=C1)COCC1=CC=CC=C1 (2,5-anhydro-3,4,6-tris-O-(phenylmethyl)-D-mannose), dimethyl acetal. RXN SMILES: [O:1]=[CH:2][C@H:3]1[O:9][C@H:8]([CH2:10][OH:11])[C@@H:6]([OH:7])[C@@H:4]1[OH:5].[H-].[Na+].[CH2:14](Br)[C:15]1[CH:20]=[CH:19][CH:18]=[CH:17][CH:16]=1>CN(C)C=O>[C:15]1([CH2:14][O:5][C@H:4]2[C@H:6]([O:7][CH2:14][C:15]3[CH:20]=[CH:19][CH:18]=[CH:17][CH:16]=3)[C@@H:8]([CH2:10][O:11][CH2:14][C:15]3[CH:20]=[CH:19][CH:18]=[CH:17][CH:16]=3)[O:9][C@@H:3]2[CH:2]=[O:1])[CH:20]=[CH:19][CH:18]=[CH:17][CH:16]=1 |f:1.2|. Starting materials: ClC1=C(C(=O)OC)C=C(C=C1)OCCCC(F)(F)F (methyl 2-chloro-5-(4,4,4-trifluorobutoxy)benzoate), [OH-].[Li+] (lithium hydroxide), Cl (hydrochloric acid). Run in CO (MeOH). Reaction conditions: time 12 hour. The product is ClC1=C(C(=O)O)C=C(C=C1)OCCCC(F)(F)F (2-Chloro-5-(4,4,4-trifluorobutoxy)benzoic acid). Yield: 69.5%. Reaction SMILES: [Cl:1][C:2]1[CH:11]=[CH:10][C:9]([O:12][CH2:13][CH2:14][CH2:15][C:16]([F:19])([F:18])[F:17])=[CH:8][C:3]=1[C:4]([O:6]C)=[O:5].[OH-].[Li+].Cl>CO>[Cl:1][C:2]1[CH:11]=[CH:10][C:9]([O:12][CH2:13][CH2:14][CH2:15][C:16]([F:17])([F:18])[F:19])=[CH:8][C:3]=1[C:4]([OH:6])=[O:5] |f:1.2|. Procedure details: To a solution of methyl 2-chloro-5-(4,4,4-trifluorobutoxy)benzoate (74 mg) in MeOH (1 mL) was added 1M aqueous lithium hydroxide solution (0.99 mL) and the reaction mixture was stirred at room temperature for 12 hours. The reaction mixture was stirred under ice-cooling, and 2M hydrochloric acid was added slowly to acidify to pH 2-3. The precipitated solid was filtered, washed with water, and dried under reduced pressure to obtain the titled compound (49 mg) as a colorless powder. The reactants are CN(C1=CC=CC=C1)C (N,N-dimethylaniline), C1(=CC=C(C=C1)S(=O)[O-])C.[Na+] (sodium p-toluenesulfinate), CS(=O)(=O)O (methanesulfonic acid), CN(C1=CC=C(C=O)C=C1)C (4-dimethylaminobenzaldehyde). Solvent: C(C)O (ethyl alcohol). The product is C (methane), CN(C1=CC=C(C=C1)C=1C(=C(C=CC1C)S(=O)(=O)C)C1=CC=C(C=C1)N(C)C)C ([bis(4-dimethylaminophenyl)(4-methylphenylsulfonyl)]methane). RXN SMILES: [CH3:1][S:2]([OH:5])(=O)=[O:3].[CH3:6][N:7]([CH3:16])[C:8]1[CH:15]=[CH:14][C:11]([CH:12]=O)=[CH:10][CH:9]=1.[CH3:17][N:18]([CH3:25])[C:19]1[CH:24]=[CH:23][CH:22]=[CH:21][CH:20]=1.[C:26]1(C)[CH:31]=[CH:30][C:29](S([O-])=O)=[CH:28][CH:27]=1.[Na+]>C(O)C>[CH4:1].[CH3:6][N:7]([CH3:16])[C:8]1[CH:15]=[CH:14][C:11]([C:12]2[C:30]([C:22]3[CH:23]=[CH:24][C:19]([N:18]([CH3:25])[CH3:17])=[CH:20][CH:21]=3)=[C:31]([S:2]([CH3:1])(=[O:5])=[O:3])[CH:26]=[CH:27][C:28]=2[CH3:29])=[CH:10][CH:9]=1 |f:3.4|. Procedure: Following a procedure similar to that described in Example 6 above substituting for ethyl alcohol and methanesulfonic acid the appropriate reaction medium and the appropriate catalyst listed in Examples 83-109 of Table B hereinbelow, 4-dimethylaminobenzaldehyde, N,N-dimethylaniline and sodium p-toluenesulfinate were interacted at the indicated temperature to obtain a methane of Formula XV wherein R=4--CH3 ; R5 =H, R6 =N(CH3)2 ; Q=4--(CH3)2NC6H4. A toluene or acetone solution of the product from ... Reported procedure: A mixture of 5-(5-Chloro-2-methoxyphenyl)-1-isopentyl-4-nitro-1H-pyrazole (632 mg, 1.95 mmol, 1.00 eq), iron (642.5 mg, 11.50 mmol, 5.90 eq), and ammonium chloride (500.7 mg, 9.36 mmol, 4.80 eq) in 5.0 mL ethanol and 10 mL water was stirred at 75° C. for 2 hours. The reaction mixture was concentrated, 10 mL of saturated bicarbonate solution was added, and the aqueous layer was extracted with dichloromethane (20 mL*3). The combined dichloromethane layers were dried with magnesium sulfate, filtere... Reaction conditions: temperature 75 celsius, time 2 hour. Run in C(C)O (ethanol), O (water). The reagents and catalysts are [Fe] (iron). The product is ClC=1C=CC(=C(C1)C1=C(C=NN1CCC(C)C)N)OC (5-(5-chloro-2-methoxyphenyl)-1-isopentyl-1H-pyrazole-4-amine). RXN SMILES: [Cl:1][C:2]1[CH:3]=[CH:4][C:5]([O:21][CH3:22])=[C:6]([C:8]2[N:12]([CH2:13][CH2:14][CH:15]([CH3:17])[CH3:16])[N:11]=[CH:10][C:9]=2[N+:18]([O-])=O)[CH:7]=1.[Cl-].[NH4+]>C(O)C.O.[Fe]>[Cl:1][C:2]1[CH:3]=[CH:4][C:5]([O:21][CH3:22])=[C:6]([C:8]2[N:12]([CH2:13][CH2:14][CH:15]([CH3:17])[CH3:16])[N:11]=[CH:10][C:9]=2[NH2:18])[CH:7]=1 |f:1.2|. Starting materials: ClC=1C=CC(=C(C1)C1=C(C=NN1CCC(C)C)[N+](=O)[O-])OC (5-(5-Chloro-2-methoxyphenyl)-1-isopentyl-4-nitro-1H-pyrazole), [Cl-].[NH4+] (ammonium chloride). Reactants: CC#N, CCN(C(C)C)C(C)C, Fc1cccc2nc(CCl)[nH]c12, [I-], [K+], O=C1c2ccccc2C(=O)N1CCCCNC1CCCc2cccnc21. The product is O=C1c2ccccc2C(=O)N1CCCCN(Cc1nc2c(F)cccc2[nH]1)C1CCCc2cccnc21. As a reaction SMILES: [CH3:50][C:51]#[N:52].[CH:27]([N:28]([CH:29]([CH3:30])[CH3:31])[CH2:32][CH3:33])([CH3:34])[CH3:35].[Cl:38][CH2:39][c:40]1[n:41][c:42]2[c:43]([nH:44]1)[c:45]([F:49])[cH:46][cH:47][cH:48]2.[I-:37].[K+:36].[n:1]1[cH:2][cH:3][cH:4][c:5]2[c:10]1[CH:9]([NH:11][CH2:12][CH2:13][CH2:14][CH2:15][N:16]1[C:17](=[O:26])[c:18]3[cH:19][cH:20][cH:21][cH:22][c:23]3[C:24]1=[O:25])[CH2:8][CH2:7][CH2:6]2>>[n:1]1[cH:2][cH:3][cH:4][c:5]2[c:10]1[CH:9]([N:11]([CH2:12][CH2:13][CH2:14][CH2:15][N:16]1[C:17](=[O:26])[c:18]3[cH:19][cH:20][cH:21][cH:22][c:23]3[C:24]1=[O:25])[CH2:39][c:40]1[nH:41][c:42]3[c:43]([n:44]1)[c:45]([F:49])[cH:46][cH:47][cH:48]3)[CH2:8][CH2:7][CH2:6]2. As a reaction SMILES: [OH:1][CH2:2][c:3]1[n:4]([CH3:18])[c:5]2[cH:6][c:7]([O:16][CH3:17])[c:8]([O:14][CH3:15])[c:9]([O:12][CH3:13])[c:10]2[cH:11]1.[cH:19]1[cH:20][cH:21][cH:22][cH:23][cH:24]1>>[O:1]=[CH:2][c:3]1[n:4]([CH3:18])[c:5]2[cH:6][c:7]([O:16][CH3:17])[c:8]([O:14][CH3:15])[c:9]([O:12][CH3:13])[c:10]2[cH:11]1. Reactants: COc1cc2c(cc(CO)n2C)c(OC)c1OC, c1ccccc1. The product is COc1cc2c(cc(C=O)n2C)c(OC)c1OC.